Task: describe an organic reaction: reactants, conditions, products, and yield. Dataset: the Open Reaction Database (ORD), a public repository of structured organic reaction records Reactants: CCO, NN, COC(=O)c1ccc(C(=O)NN2CCOCC2)s1, O. Yields the product NNC(=O)c1ccc(C(=O)NN2CCOCC2)s1. As a reaction SMILES: [CH3:22][CH2:23][OH:24].[NH2:20][NH2:21].[O:1]1[CH2:2][CH2:3][N:4]([NH:7][C:8](=[O:9])[c:10]2[cH:11][cH:12][c:13]([C:15]([O:17][CH3:16])=[O:18])[s:14]2)[CH2:5][CH2:6]1.[OH2:19]>>[O:1]1[CH2:2][CH2:3][N:4]([NH:7][C:8](=[O:9])[c:10]2[cH:11][cH:12][c:13]([C:15](=[O:17])[NH:20][NH2:21])[s:14]2)[CH2:5][CH2:6]1. The reactants are COC(=O)c1cc(Br)cc2c1cnn2S(=O)(=O)c1ccc(C)cc1, Cl, [Li+], C1CCOC1, [OH-], O. The product is Cc1ccc(S(=O)(=O)n2ncc3c(C(=O)O)cc(Br)cc32)cc1. Reaction SMILES: [Br:3][c:4]1[cH:5][c:6]([C:23](=[O:24])[O:25][CH3:26])[c:7]2[cH:8][n:9][n:10]([S:13](=[O:14])(=[O:15])[c:16]3[cH:17][cH:18][c:19]([CH3:22])[cH:20][cH:21]3)[c:11]2[cH:12]1.[ClH:27].[Li+:1].[O:28]1[CH2:29][CH2:30][CH2:31][CH2:32]1.[OH-:2].[OH2:33]>>[Br:3][c:4]1[cH:5][c:6]([C:23](=[O:24])[OH:25])[c:7]2[cH:8][n:9][n:10]([S:13](=[O:14])(=[O:15])[c:16]3[cH:17][cH:18][c:19]([CH3:22])[cH:20][cH:21]3)[c:11]2[cH:12]1. Starting materials: N(=NC(=O)OCC)C(=O)OCC (diethyl azodicarboxylate), OCCO[C@@H]1C[C@H]2CC[C@H]3[C@]4(CC[C@@H]([C@@]4(C)CC[C@@H]3[C@]2(CC1)C)C1=COC=C1)O (3β-(2-hydroxyethoxy)-17β-(3-furyl)-5β-androstan-14β-ol), C1(C=2C(C(N1)=O)=CC=CC2)=O (phthalimide), C1(=CC=CC=C1)P(C1=CC=CC=C1)C1=CC=CC=C1 (triphenylphosphine). Run in O1CCCC1 (tetrahydrofuran). The product is C1(C=2C(C(N1CCO[C@@H]1C[C@H]3CC[C@H]4[C@]5(CC[C@@H]([C@@]5(C)CC[C@@H]4[C@]3(CC1)C)C1=COC=C1)O)=O)=CC=CC2)=O (3β-(2-phthalimidoethoxy)-17β-(3-furyl)-5β-androstan-14β-ol). The yield is 70.7%. RXN SMILES: N(C(OCC)=O)=NC(OCC)=O.O[CH2:14][CH2:15][O:16][C@H:17]1[CH2:34][CH2:33][C@@:32]2([CH3:35])[C@H:19]([CH2:20][CH2:21][C@@H:22]3[C@@H:31]2[CH2:30][CH2:29][C@@:27]2([CH3:28])[C@:23]3([OH:41])[CH2:24][CH2:25][C@@H:26]2[C:36]2[CH:40]=[CH:39][O:38][CH:37]=2)[CH2:18]1.[C:42]1(=[O:52])[NH:46][C:45](=[O:47])[C:44]2=[CH:48][CH:49]=[CH:50][CH:51]=[C:43]12.C1(P(C2C=CC=CC=2)C2C=CC=CC=2)C=CC=CC=1>O1CCCC1>[C:42]1(=[O:52])[N:46]([CH2:14][CH2:15][O:16][C@H:17]2[CH2:34][CH2:33][C@@:32]3([CH3:35])[C@H:19]([CH2:20][CH2:21][C@@H:22]4[C@@H:31]3[CH2:30][CH2:29][C@@:27]3([CH3:28])[C@:23]4([OH:41])[CH2:24][CH2:25][C@@H:26]3[C:36]3[CH:40]=[CH:39][O:38][CH:37]=3)[CH2:18]2)[C:45](=[O:47])[C:44]2=[CH:48][CH:49]=[CH:50][CH:51]=[C:43]12. Reported procedure: A solution of 0.29 ml of diethyl azodicarboxylate was added dropwise, under nitrogen, to a solution of 0.75 g of 3β-(2-hydroxyethoxy)-17β-(3-furyl)-5β-androstan-14β-ol, 0.28 g of phthalimide and 0.50 g of triphenylphosphine in 7 ml of tetrahydrofuran at room temperature. After 2 hrs the solvent was removed in vacuo, the crude product was dried over anhydrous sodium sulfate and evaporated to dryness under reduced pressure. The crude product was purified by flash-chromatography (SiO2) using n-hexa... Starting materials: Cl (hydrochloric acid), [N-]=[N+]=[N-].[Na+] (sodium azide), [Cl-].[NH4+] (ammonium chloride), OC1=C(C=CC(=C1CCC)OCC1=CC=C(C=C1)CSC#N)C(C)=O (1-[2-Hydroxy-3-propyl-4-(4-thiocyanomethylphenylmethoxy)phenyl]ethanone). The solvent is O1CCOCC1.O (dioxan water). Reaction conditions: temperature 89 celsius. The product is OC1=C(C=CC(=C1CCC)OCC1=CC=C(C=C1)CSC1=NN=NN1)C(C)=O (1-{2-Hydroxy-3-propyl-4-[4-(1H-tetrazol-5-ylthiomethyl)phenylmethoxy]phenyl}ethanone). RXN SMILES: [OH:1][C:2]1[C:7]([CH2:8][CH2:9][CH3:10])=[C:6]([O:11][CH2:12][C:13]2[CH:18]=[CH:17][C:16]([CH2:19][S:20][C:21]#[N:22])=[CH:15][CH:14]=2)[CH:5]=[CH:4][C:3]=1[C:23](=[O:25])[CH3:24].[N-:26]=[N+:27]=[N-:28].[Na+].[Cl-].[NH4+].Cl>O1CCOCC1.O>[OH:1][C:2]1[C:7]([CH2:8][CH2:9][CH3:10])=[C:6]([O:11][CH2:12][C:13]2[CH:18]=[CH:17][C:16]([CH2:19][S:20][C:21]3[NH:28][N:27]=[N:26][N:22]=3)=[CH:15][CH:14]=2)[CH:5]=[CH:4][C:3]=1[C:23](=[O:25])[CH3:24] |f:1.2,3.4,6.7|. Procedure: 1-[2-Hydroxy-3-propyl-4-(4-thiocyanomethylphenylmethoxy)phenyl]ethanone (6.0 g; 0.017 m) was dissolved in dioxan:water (80:20; 100 ml) to which was added sodium azide (4.4 g; 0.068 m) and ammonium chloride (1.8 g; 0.034 m). The resulting solution was heated at 89° C. for 18 hours, cooled and poured onto water. The resulting solution was acidified with concentrated hydrochloric acid, filtered and washed with water to leave a white solid. Recrystallised from methanol to give a cream crystalline so...